From a dataset of the Open Reaction Database (ORD), a public repository of structured organic reaction records. describe an organic reaction: reactants, conditions, products, and yield Starting materials: Clc1ncc(Br)cn1, C1COCCO1, CS(=O)(=O)O, Cc1ccc(N)cc1[N+](=O)[O-], O. The product is Cc1ccc(Nc2ncc(Br)cn2)cc1[N+](=O)[O-]. As a reaction SMILES: [Br:1][c:2]1[cH:3][n:4][c:5]([Cl:8])[n:6][cH:7]1.[CH2:26]1[O:27][CH2:28][CH2:29][O:30][CH2:31]1.[CH3:20][S:21]([OH:22])(=[O:23])=[O:24].[CH3:9][c:10]1[c:11]([N+:17](=[O:18])[O-:19])[cH:12][c:13]([NH2:14])[cH:15][cH:16]1.[OH2:25]>>[Br:1][c:2]1[cH:3][n:4][c:5]([NH:14][c:13]2[cH:12][c:11]([N+:17](=[O:18])[O-:19])[c:10]([CH3:9])[cH:16][cH:15]2)[n:6][cH:7]1. Starting materials: NC=1C=CC2=C(N(C=N2)C(CC(=O)OCC)C2=CC=CC=C2)C1 (ethyl 3-(6-amino-1H-benzimidazol-1-yl)-3-phenylpropanoate), C1(=CC=CC=C1)N=C=O (phenyl isocyanate), C(C)(C)N(C(C)C)CC (N,N-diisopropylethylamine), CO (methanol), C1(=CC=CC=C1)N=C=O (phenyl isocyanate), C(C)(C)N(C(C)C)CC (N,N-diisopropylethylamine). Run at time 48 hour. Yields the product N(C1=CC=CC=C1)C(=O)NC=1C=CC2=C(N(C=N2)C(CC(=O)OC)C2=CC=CC=C2)C1 (Methyl 3-{6-[(anilinocarbonyl)amino]-1H-benzimidazol-1-yl}-3-phenylpropanoate), NC1=C(C(=O)NC=2C=CC3=C(N(C=N3)C(CC(=O)O)C3=CC=CC=C3)C2)C=CC=C1 (3-{6-[(2-aminobenzoyl)amino]-1H-benzimidazol-1-yl}-3-phenylpropanoic acid). Reaction SMILES: [NH2:1][C:2]1[CH:3]=[CH:4][C:5]2[N:9]=[CH:8][N:7]([CH:10]([C:17]3[CH:22]=[CH:21][CH:20]=[CH:19][CH:18]=3)[CH2:11][C:12]([O:14][CH2:15]C)=[O:13])[C:6]=2[CH:23]=1.[C:24]1([N:30]=[C:31]=[O:32])[CH:29]=[CH:28][CH:27]=[CH:26][CH:25]=1.C(N(CC)C(C)C)(C)C.[CH3:42][OH:43]>>[NH:30]([C:31]([NH:1][C:2]1[CH:3]=[CH:4][C:5]2[N:9]=[CH:8][N:7]([CH:10]([C:17]3[CH:22]=[CH:21][CH:20]=[CH:19][CH:18]=3)[CH2:11][C:12]([O:14][CH3:15])=[O:13])[C:6]=2[CH:23]=1)=[O:32])[C:24]1[CH:29]=[CH:28][CH:27]=[CH:26][CH:25]=1.[NH2:30][C:24]1[CH:25]=[CH:26][CH:27]=[CH:28][C:29]=1[C:42]([NH:1][C:2]1[CH:3]=[CH:4][C:5]2[N:9]=[CH:8][N:7]([CH:10]([C:17]3[CH:18]=[CH:19][CH:20]=[CH:21][CH:22]=3)[CH2:11][C:12]([OH:14])=[O:13])[C:6]=2[CH:23]=1)=[O:43]. Procedure details: To a solution of ethyl 3-(6-amino-1H-benzimidazol-1-yl)-3-phenylpropanoate (150 mg, 485 μmol) in methanol (6 mL) was added phenyl isocyanate (50 μL, 460 μmol) and N,N-diisopropylethylamine (80 μL, 459 μmol). The solution was stirred at room temperature for 48 hours, and additional aliquots of phenyl isocyanate (10 μL, 92 μmol) and N,N-diisopropylethylamine (16 μL, 92 μmol) were added. The solution was stirred at room temperature for an additional 24 hours, and was then evaporated in vacuo. The r... Reactants: O=C([O-])[O-], CS(C)=O, CO, Cl, O=C(O)CNS(=O)(=O)c1ccc(F)cc1, [K+], [K+], c1ccc(C2CCNCC2)cc1. Product: O=C(O)CNS(=O)(=O)c1ccc(N2CCC(c3ccccc3)CC2)cc1. RXN SMILES: [C:28](=[O:29])([O-:30])[O-:31].[CH3:35][S:36](=[O:37])[CH3:38].[CH3:39][OH:40].[ClH:34].[F:1][c:2]1[cH:3][cH:4][c:5]([S:8](=[O:9])(=[O:10])[NH:11][CH2:12][C:13](=[O:14])[OH:15])[cH:6][cH:7]1.[K+:32].[K+:33].[c:16]1([CH:22]2[CH2:23][CH2:24][NH:25][CH2:26][CH2:27]2)[cH:17][cH:18][cH:19][cH:20][cH:21]1>>[c:2]1([N:25]2[CH2:24][CH2:23][CH:22]([c:16]3[cH:17][cH:18][cH:19][cH:20][cH:21]3)[CH2:27][CH2:26]2)[cH:3][cH:4][c:5]([S:8](=[O:9])(=[O:10])[NH:11][CH2:12][C:13](=[O:14])[OH:15])[cH:6][cH:7]1. Yields the product OC=1C=C(C=O)C=CC1OC(C)C (3-Hydroxy-4-isopropoxy benzaldehyde). Run in O (water), C(C)(=O)OCC (ethyl acetate), CN(C=O)C (N,N-dimethylformamide). As a reaction SMILES: [OH:1][C:2]1[CH:3]=[C:4]([CH:7]=[CH:8][C:9]=1[OH:10])[CH:5]=[O:6].C(=O)([O-])[O-].[K+].[K+].Br[CH:18]([CH3:20])[CH3:19].Cl>CN(C)C=O.O.C(OCC)(=O)C>[OH:1][C:2]1[CH:3]=[C:4]([CH:7]=[CH:8][C:9]=1[O:10][CH:18]([CH3:20])[CH3:19])[CH:5]=[O:6] |f:1.2.3|. Run at temperature 40 celsius, time 2.5 hour. Starting materials: Cl (hydrochloric acid), OC=1C=C(C=O)C=CC1O (3,4-dihydroxybenzaldehyde), C([O-])([O-])=O.[K+].[K+] (potassium carbonate), BrC(C)C (2-bromopropane). Reported procedure: Commercially available 3,4-dihydroxybenzaldehyde (5 g, 36.2 mmol) and potassium carbonate (5.15 g, 37.3 mmol) were dissolved in N,N-dimethylformamide (20 mL), then 2-bromopropane (3.5 mL, 37.3 mmol) was added under nitrogen atmosphere at room temperature, and the mixture was heated and stirred at 40° C. for 2.5 hours. The reaction mixture was cooled to 0° C., and then 2 M hydrochloric acid, ethyl acetate, and water were added for partition. The aqueous layer was extracted with ethyl acetate, the... The yield is 28.2%. Reactants: ClCCCCC1(C(NC2=CC(=CC=C12)F)=O)CC (3-(4-chlorobutyl)-3-ethyl-6-fluoro-1,3-dihydro-2H-indol-2-one), ClC1=CC=C(C=C1)N1CCNCC1 (1-(4-chloro-phenyl)-piperazine). Yields the product ClC1=CC=C(C=C1)N1CCN(CC1)CCCCC1(C(NC2=CC(=CC=C12)F)=O)CC (3-{4-[4-(4-Chlorophenyl)-piperazin-1-yl]-butyl}-3-ethyl-6-fluoro-1,3-dihydro-2H-indol-2-one). Reaction SMILES: Cl[CH2:2][CH2:3][CH2:4][CH2:5][C:6]1([CH2:17][CH3:18])[C:14]2[C:9](=[CH:10][C:11]([F:15])=[CH:12][CH:13]=2)[NH:8][C:7]1=[O:16].[Cl:19][C:20]1[CH:25]=[CH:24][C:23]([N:26]2[CH2:31][CH2:30][NH:29][CH2:28][CH2:27]2)=[CH:22][CH:21]=1>>[Cl:19][C:20]1[CH:21]=[CH:22][C:23]([N:26]2[CH2:31][CH2:30][N:29]([CH2:2][CH2:3][CH2:4][CH2:5][C:6]3([CH2:17][CH3:18])[C:14]4[C:9](=[CH:10][C:11]([F:15])=[CH:12][CH:13]=4)[NH:8][C:7]3=[O:16])[CH2:28][CH2:27]2)=[CH:24][CH:25]=1. Procedure details: The title compound is prepared according to process H by applying processing method 1 starting from 3-(4-chlorobutyl)-3-ethyl-6-fluoro-1,3-dihydro-2H-indol-2-one and 1-(4-chloro-phenyl)-piperazine.